Dataset: the Open Reaction Database (ORD), a public repository of structured organic reaction records. Task: describe an organic reaction: reactants, conditions, products, and yield Starting materials: N1C[C@H](CC1)O ((S)-(+)-3-pyrrolidinol), C(C=C)#N (acrylonitrile). Yields the product O[C@@H]1CN(CC1)CCC#N ((S)-3-(3-hydroxypyrrolidin-1-yl)propionitrile). Reaction SMILES: [NH:1]1[CH2:5][CH2:4][C@H:3]([OH:6])[CH2:2]1.[C:7](#[N:10])[CH:8]=[CH2:9]>>[OH:6][C@H:3]1[CH2:4][CH2:5][N:1]([CH2:9][CH2:8][C:7]#[N:10])[CH2:2]1. Procedure details: By the reaction in the same manner as in Starting Material Synthesis Example 1 using (S)-(+)-3-pyrrolidinol (12.3 g) and acrylonitrile (10.2 mL), (S)-3-(3-hydroxypyrrolidin-1-yl)propionitrile (53 g) was obtained. The reactants are CC1([C@@H]([C@H]1\C=C\C(=O)OC)C(=O)Cl)C ((1R,trans) 2,2-dimethyl-3-[(E)-3-methoxy-3-oxo-1-propenyl]-cyclopropane-1-carboxylic acid chloride), C(C)O (ethanol). Solvent: C(Cl)(Cl)Cl (chloroform), C1=CC=CC=C1 (benzene). Yields the product CC1([C@@H]([C@H]1\C=C\C(=O)OC)C(=O)OCC)C (ethyl (1R,trans) 2,2-dimethyl-3-[(E)-3-methoxy-3-oxo-1-propenyl]-cyclopropane-1-carboxylate). RXN SMILES: [CH3:1][C:2]1([CH3:14])[C@H:4](/[CH:5]=[CH:6]/[C:7]([O:9][CH3:10])=[O:8])[C@H:3]1[C:11](Cl)=[O:12].[CH2:15]([OH:17])[CH3:16]>C1C=CC=CC=1.C(Cl)(Cl)Cl>[CH3:1][C:2]1([CH3:14])[C@H:4](/[CH:5]=[CH:6]/[C:7]([O:9][CH3:10])=[O:8])[C@H:3]1[C:11]([O:17][CH2:15][CH3:16])=[O:12]. Reported procedure: Using the procedure of Example 3, 2.7 g of (1R,trans) 2,2-dimethyl-3-[(E)-3-methoxy-3-oxo-1-propenyl]-cyclopropane-1-carboxylic acid chloride in 12.5 ml of benzene and 1 ml of ethanol were reacted to obtain 1.31 g of ethyl (1R,trans) 2,2-dimethyl-3-[(E)-3-methoxy-3-oxo-1-propenyl]-cyclopropane-1-carboxylate with a specific rotation of [α]D20 =+93°±1.5° (c=1% in chloroform). The reactants are OCc1cc(F)cc(Br)c1, ClCCl, O=[Cr](=O)([O-])Cl, c1cc[nH+]cc1. Product: O=Cc1cc(F)cc(Br)c1. RXN SMILES: [Br:1][c:2]1[cH:3][c:4]([CH2:9][OH:10])[cH:5][c:6]([F:8])[cH:7]1.[Cl:22][CH2:23][Cl:24].[O:11]=[Cr:12]([Cl:13])([O-:14])=[O:15].[nH+:16]1[cH:17][cH:18][cH:19][cH:20][cH:21]1>>[Br:1][c:2]1[cH:3][c:4]([CH:9]=[O:10])[cH:5][c:6]([F:8])[cH:7]1. Starting materials: FC1=C(C(=O)O)C=CC(=C1F)F (2,3,4-Trifluorobenzoic acid), FC1=C(N)C=CC(=C1)C (2-fluoro-4-methylaniline), [Li+].C[Si](C)(C)[N-][Si](C)(C)C (LiHMDS). Solvent: C1CCOC1 (THF). Product: FC=1C(=C(C(=O)O)C=CC1F)NC1=C(C=C(C=C1)C)F (3,4-difluoro-2-[2-fluoro-4-methylanilino]benzoic acid). As a reaction SMILES: F[C:2]1[C:10]([F:11])=[C:9]([F:12])[CH:8]=[CH:7][C:3]=1[C:4]([OH:6])=[O:5].[F:13][C:14]1[CH:20]=[C:19]([CH3:21])[CH:18]=[CH:17][C:15]=1[NH2:16].[Li+].C[Si]([N-][Si](C)(C)C)(C)C>C1COCC1>[F:11][C:10]1[C:2]([NH:16][C:15]2[CH:17]=[CH:18][C:19]([CH3:21])=[CH:20][C:14]=2[F:13])=[C:3]([CH:7]=[CH:8][C:9]=1[F:12])[C:4]([OH:6])=[O:5] |f:2.3|. Reported procedure: 2,3,4-Trifluorobenzoic acid and 2-fluoro-4-methylaniline were reacted in the presence of LiHMDS solution in THF by the general procedure of Example 1, Step B. After workup, 3,4-difluoro-2-[2-fluoro-4-methylanilino]benzoic acid was isolated as a crude pale brown solid which was reacted directly with 2-(aminooxy)ethanol and DMT-MM by the general procedure of Example 6, Step B below, then purified by column chromatography on silica gel (100% EtOAc as eluant) to give 3,4-difluoro-2-(2-fluoro-4-methy... The reactants are C(Cl)(Cl)Cl (CHCl3), 1RS-(prop-2-ynyl)-cyclohexanol, O1CCCC=C1 (dihydropyran), CCOCC (ether), O1CCCC=C1 (dihydropyran), C=1(C(=CC=CC1)S(=O)(=O)O)C (toluenesulfonic acid), C([O-])([O-])=O.[K+].[K+] (Potassium carbonate), O1CCCC=C1 (dihydropyran), C=1(C(=CC=CC1)S(=O)(=O)O)C (toluenesulfonic acid), C=1(C(=CC=CC1)S(=O)(=O)O)C (toluenesulfonic acid). Conditions: time 15 hour. Product: O1C(CCCC1)OC1(CCCCC1)CC#C (1-(tetrahydropyran-2-yloxy)-1-(prop-2-ynyl)cyclohexane). Reaction SMILES: [O:1]1[CH:6]=[CH:5][CH2:4][CH2:3][CH2:2]1.[C:7]1([CH3:17])[C:8](S(O)(=O)=O)=[CH:9][CH:10]=[CH:11][CH:12]=1.C(Cl)(Cl)Cl.C(=O)([O-])[O-:23].[K+].[K+].[CH3:28][CH2:29]OCC>>[O:1]1[CH2:2][CH2:3][CH2:4][CH2:5][CH:6]1[O:23][C:7]1([CH2:17][C:28]#[CH:29])[CH2:8][CH2:9][CH2:10][CH2:11][CH2:12]1 |f:3.4.5|. Procedure: A solution of 2.9 g (21 mmol) of 1RS-(prop-2-ynyl)-cyclohexanol in 10 ml of dry ether was stirred under argon as 0.24 ml (26 mmol) of dihydropyran was added followed by a small scoop (ca. 5 mg) of toluenesulfonic acid. After one hour tlc (CHCl3, silica gel) analysis indicated that significant starting material remained so another 0.2 ml of dihydropyran and a small scoop of toluenesulfonic acid were added. Twice more at one hour intervals 0.2 ml portions of dihydropyran and a trace of toluenesulf... Reactants: C(C)(=O)O (acetic acid), [OH-].[K+] (Potassium hydroxide), C[C@]12CC[C@@H]3C=4C=CC(=CC4CC[C@H]3[C@@H]1CCC2=O)O (estrone), [N+](=O)([O-])C1=CC=C(C=O)C=C1 (4-nitro-benzaldehyde). Solvent: O (water), C(C)O (ethanol). Conditions: time 4 hour. Yields the product OC=1C=CC=2C3CCC4(C(C(CC4C3CCC2C1)=CC1=CC=C(C=C1)[N+](=O)[O-])=O)C (3-Hydroxy-13-methyl-16-(4-nitro-benzylidene)-6,7,8,9,11,12,13,14,15,16-decahydro-cyclopenta[a]phenanthren-17-one). RXN SMILES: [OH-].[K+].[CH3:3][C@@:4]12[C:20](=[O:21])[CH2:19][CH2:18][C@H:17]1[C@H:16]1[C@@H:7]([C:8]3[CH:9]=[CH:10][C:11]([OH:22])=[CH:12][C:13]=3[CH2:14][CH2:15]1)[CH2:6][CH2:5]2.[N+:23]([C:26]1[CH:33]=[CH:32][C:29]([CH:30]=O)=[CH:28][CH:27]=1)([O-:25])=[O:24].C(O)(=O)C>C(O)C.O>[OH:22][C:11]1[CH:10]=[CH:9][C:8]2[CH:7]3[CH:16]([CH2:15][CH2:14][C:13]=2[CH:12]=1)[CH:17]1[C:4]([CH3:3])([C:20](=[O:21])[C:19](=[CH:30][C:29]2[CH:32]=[CH:33][C:26]([N+:23]([O-:25])=[O:24])=[CH:27][CH:28]=2)[CH2:18]1)[CH2:5][CH2:6]3 |f:0.1|. Reported procedure: Potassium hydroxide (2.0 9) was added to a suspension of estrone (1.352 g, 5.0 mmol) and 4-nitro-benzaldehyde (755 mg, 5.0 mmol) in ethanol (80 mL). The resulting dark brown solution was stirred for 4 hours at room temperature, then acetic acid (5 mL) and water (5 ml) were added (colour changes to orange). The product precipitated and was filtered off, washed with water (50 mL), ethanol (50 mL) and diethyl ether (50 mL) and dried under high vacuum. Yield: 1.682 g (83%) yellow solid. 1H-NMR (DMSO... The reactants are CSc1sc(C(=N)NC(=O)OC(C)(C)C)cc1S(=O)(=O)c1cccc(-c2ccc(N)cc2C)c1, CCOC(=O)CCCCCN=C=O, CCN(C(C)C)C(C)C, ClCCl. Yields the product CCOC(=O)CCCCCNC(=O)Nc1ccc(-c2cccc(S(=O)(=O)c3cc(C(=N)NC(=O)OC(C)(C)C)sc3SC)c2)c(C)c1. Reaction SMILES: [C:23]([CH3:24])([CH3:25])([CH3:26])[O:27][C:28]([NH:29][C:30](=[NH:31])[c:32]1[s:33][c:34]([S:54][CH3:55])[c:35]([S:37](=[O:38])(=[O:39])[c:40]2[cH:41][c:42](-[c:46]3[c:47]([CH3:53])[cH:48][c:49]([NH2:52])[cH:50][cH:51]3)[cH:43][cH:44][cH:45]2)[cH:36]1)=[O:56].[CH2:10]([CH3:11])[O:12][C:13]([CH2:14][CH2:15][CH2:16][CH2:17][CH2:18][N:19]=[C:20]=[O:21])=[O:22].[CH:1]([N:2]([CH:3]([CH3:4])[CH3:5])[CH2:6][CH3:7])([CH3:8])[CH3:9].[Cl:57][CH2:58][Cl:59]>>[CH2:10]([CH3:11])[O:12][C:13]([CH2:14][CH2:15][CH2:16][CH2:17][CH2:18][NH:19][C:20](=[O:21])[NH:52][c:49]1[cH:48][c:47]([CH3:53])[c:46](-[c:42]2[cH:41][c:40]([S:37]([c:35]3[c:34]([S:54][CH3:55])[s:33][c:32]([C:30]([NH:29][C:28]([O:27][C:23]([CH3:24])([CH3:25])[CH3:26])=[O:56])=[NH:31])[cH:36]3)(=[O:38])=[O:39])[cH:45][cH:44][cH:43]2)[cH:51][cH:50]1)=[O:22]. Starting materials: C(C)(=O)NC1=C(C=O)C(=CC=C1)O (2-Acetylamino-6-hydroxybenzaldehyde), BrCCCCC(=O)OCC (ethyl 5-bromopentanoate), C([O-])([O-])=O.[K+].[K+] (potassium carbonate), [I-].[Na+] (sodium iodide). Solvent: C(C)O (ethanol). Conditions: time 16 hour. Product: C(C)(=O)NC=1C(=C(OCCCCC(=O)O)C=CC1)C=O (5-(3-acetylamino- 2-formylphenoxy)pentanoic acid). As a reaction SMILES: [C:1]([NH:4][C:5]1[CH:12]=[CH:11][CH:10]=[C:9]([OH:13])[C:6]=1[CH:7]=[O:8])(=[O:3])[CH3:2].Br[CH2:15][CH2:16][CH2:17][CH2:18][C:19]([O:21]CC)=[O:20].C(=O)([O-])[O-].[K+].[K+].[I-].[Na+]>C(O)C>[C:1]([NH:4][C:5]1[C:6]([CH:7]=[O:8])=[C:9]([CH:10]=[CH:11][CH:12]=1)[O:13][CH2:15][CH2:16][CH2:17][CH2:18][C:19]([OH:21])=[O:20])(=[O:3])[CH3:2] |f:2.3.4,5.6|. Procedure details: 2-Acetylamino-6-hydroxybenzaldehyde (0.895 g, 0.005 M), ethyl 5-bromopentanoate (1.05 g. 0.005 M), anhydrous potassium carbonate (0.76 g), sodium iodide (50 mg) and 95% ethanol (20 ml) were refluxed with stirring for 16 hr. The cooled reaction mixture was filtered and the solid washed well with ethanol. The filtrate was evaporated to dryness and the residue partitioned between ether and water. The organic layer was separated and washed with 2 M sodium hydroxide solution, water, dried (sodium sul...